From a dataset of the Open Reaction Database (ORD), a public repository of structured organic reaction records. describe an organic reaction: reactants, conditions, products, and yield Starting materials: OC=1C(=C(C=CC1)C1=CC=C(C=C1)C(=O)OC)C (methyl 3′-hydroxy-2′-methylbiphenyl-4-carboxylate), C(C1=CC=CC=C1)(=O)OCC=1C=C(CBr)C=CC1COC(C1=CC=CC=C1)=O (3,4-bis(benzoyloxymethyl)benzyl bromide), C([O-])([O-])=O.[K+].[K+] (potassium carbonate). Product: C1(=CC=CC=C1)C(=O)OCC=1C=C(COC=2C(=C(C=CC2)C2=CC=C(C=C2)C(=O)OC)C)C=CC1COC(=O)C1=CC=CC=C1 (Methyl 3′-[3,4-bis(1-phenylmethanoyloxymethyl)benzyloxy]-2′-methylbiphenyl-4-carboxylate). Reaction SMILES: [OH:1][C:2]1[C:3]([CH3:18])=[C:4]([C:8]2[CH:13]=[CH:12][C:11]([C:14]([O:16][CH3:17])=[O:15])=[CH:10][CH:9]=2)[CH:5]=[CH:6][CH:7]=1.[C:19]([O:27][CH2:28][C:29]1[CH:30]=[C:31]([CH:34]=[CH:35][C:36]=1[CH2:37][O:38][C:39](=[O:46])[C:40]1[CH:45]=[CH:44][CH:43]=[CH:42][CH:41]=1)[CH2:32]Br)(=[O:26])[C:20]1[CH:25]=[CH:24][CH:23]=[CH:22][CH:21]=1.C(=O)([O-])[O-].[K+].[K+]>>[C:20]1([C:19]([O:27][CH2:28][C:29]2[CH:30]=[C:31]([CH:34]=[CH:35][C:36]=2[CH2:37][O:38][C:39]([C:40]2[CH:45]=[CH:44][CH:43]=[CH:42][CH:41]=2)=[O:46])[CH2:32][O:1][C:2]2[C:3]([CH3:18])=[C:4]([C:8]3[CH:13]=[CH:12][C:11]([C:14]([O:16][CH3:17])=[O:15])=[CH:10][CH:9]=3)[CH:5]=[CH:6][CH:7]=2)=[O:26])[CH:25]=[CH:24][CH:23]=[CH:22][CH:21]=1 |f:2.3.4|. Procedure: In a manner similar to that of Example 1(i), by reaction of 1 g (4.1 mmol) of methyl 3′-hydroxy-2′-methylbiphenyl-4-carboxylate with 2 g (4.5 mmol) of 3,4-bis(benzoyloxymethyl)benzyl bromide and 650 mg (4.7 mmol) of potassium carbonate, the desired product is obtained in the form of a colourless oil (m=2.4 9; Y=97%). Yields the product ClCCc1ccc(OCCN2CCCCC2)cc1. Reaction SMILES: [CH2:23]1[O:24][CH2:25][CH2:26][CH2:27]1.[N:1]1([CH2:7][CH2:8][O:9][c:10]2[cH:11][cH:12][c:13]([CH2:16][CH2:17][OH:18])[cH:14][cH:15]2)[CH2:2][CH2:3][CH2:4][CH2:5][CH2:6]1.[S:19]([Cl:20])([Cl:21])=[O:22]>>[N:1]1([CH2:7][CH2:8][O:9][c:10]2[cH:11][cH:12][c:13]([CH2:16][CH2:17][Cl:21])[cH:14][cH:15]2)[CH2:2][CH2:3][CH2:4][CH2:5][CH2:6]1. Reactants: C1CCOC1, OCCc1ccc(OCCN2CCCCC2)cc1, O=S(Cl)Cl. Starting materials: C1(CCCCC1)NC1=C(C=C(C=C1)[N+](=O)[O-])[N+](=O)[O-] (N-cyclohexyl-2,4-dinitroaniline). Reagents/catalysts: [Pd] (palladium/carbon). Solvent: O1CCCC1 (tetrahydrofuran). Yields the product C1(CCCCC1)NC1=C(C=C(C=C1)N)N (N-Cyclohexyl-2,4-diaminoaniline). Yield: 100.0%. Reaction SMILES: [CH:1]1([NH:7][C:8]2[CH:13]=[CH:12][C:11]([N+:14]([O-])=O)=[CH:10][C:9]=2[N+:17]([O-])=O)[CH2:6][CH2:5][CH2:4][CH2:3][CH2:2]1>O1CCCC1.[Pd]>[CH:1]1([NH:7][C:8]2[CH:13]=[CH:12][C:11]([NH2:14])=[CH:10][C:9]=2[NH2:17])[CH2:2][CH2:3][CH2:4][CH2:5][CH2:6]1. Procedure: 60.0 g (0.23 mol) of N-cyclohexyl-2,4-dinitroaniline were dissolved in 500 ml of tetrahydrofuran and, after addition of 3 g of palladium/carbon (10%), were hydrogenated. The mixture was then filtered and the filtrate was concentrated under reduced pressure to yield 47.2 g (100%) of the product. The reactants are BrCC(=O)OC(C)(C)C (t-butyl bromoacetate), C1(CCC(CC1)O)O (1,4-cyclohexanediol), [OH-].[Na+] (Sodium hydroxide). The reagents and catalysts are [Br-].C(CCC)[N+](CCCC)(CCCC)CCCC (tetrabutylammonium bromide). Run in O (water). Run at time 30 minute. Product: OC1CCC(CC1)CC(=O)OC(C)(C)C (t-butyl (4-hydroxycyclohexyl)acetate). Yield: 7645.6%. Reaction SMILES: [OH-].[Na+].[CH:3]1([OH:10])[CH2:8][CH2:7][CH:6](O)[CH2:5][CH2:4]1.Br[CH2:12][C:13]([O:15][C:16]([CH3:19])([CH3:18])[CH3:17])=[O:14]>O.[Br-].C([N+](CCCC)(CCCC)CCCC)CCC>[OH:10][CH:3]1[CH2:4][CH2:5][CH:6]([CH2:12][C:13]([O:15][C:16]([CH3:19])([CH3:18])[CH3:17])=[O:14])[CH2:7][CH2:8]1 |f:0.1,5.6|. Procedure details: Sodium hydroxide (5.7 g, 0.14 mol) was dissolved in water (6 ml) and 1,4-cyclohexanediol (cis/trans=6/4) (15.0 g, 0.13 mmol) was added, which was followed by stirring at room temperature for 30 minutes. Then, tetrabutylammonium bromide (20.8 g, 0.065 mol) and t-butyl bromoacetate (24.5 ml, 0.13 mol) were added, and the mixture was stirred at room temperature for one hour. The reaction mixture was extracted with ethyl acetate. The extract was dried over anhydrous magnesium sulfate. After filtrati... Starting materials: O=c1c(O)nc2cccnc2n1CC1CC1, CC(Cl)Cl, [Na+], [Na+], O=C([O-])[O-], O=P(Br)(Br)Br. Yields the product O=c1c(Br)nc2cccnc2n1CC1CC1. As a reaction SMILES: [CH:1]1([CH2:4][n:5]2[c:6]3[c:7]([n:8][c:9]([OH:12])[c:10]2=[O:11])[cH:13][cH:14][cH:15][n:16]3)[CH2:2][CH2:3]1.[Cl:28][CH:29]([Cl:30])[CH3:31].[Na+:22].[Na+:23].[O-:24][C:25](=[O:26])[O-:27].[P:17]([Br:18])([Br:19])([Br:20])=[O:21]>>[CH:1]1([CH2:4][n:5]2[c:6]3[c:7]([n:8][c:9]([Br:19])[c:10]2=[O:11])[cH:13][cH:14][cH:15][n:16]3)[CH2:2][CH2:3]1. The reactants are FC1=CC=C(C=C1)N1N=CC=2C(=CC=CC12)C(=O)Cl (1-(4-fluoro-phenyl)-1H-indazole-4-carboxylic acid chloride), BrC1=CC=C(C=N1)NC (6-bromo-pyridin-3-yl-methylamine), CCN(C(C)C)C(C)C (DIEA). The reagents and catalysts are CN(C)C=1C=CN=CC1 (DMAP). Solvent: C(Cl)Cl (DCM), C(Cl)Cl (DCM). Yields the product BrC1=CC=C(C=N1)CNC(=O)C=1C=2C=NN(C2C=CC1)C1=CC=C(C=C1)F (1-(4-Fluoro-phenyl)-1H-indazole-4-carboxylic acid (6-bromo-pyridin-3-ylmethyl)-amide). As a reaction SMILES: [F:1][C:2]1[CH:7]=[CH:6][C:5]([N:8]2[C:16]3[CH:15]=[CH:14][CH:13]=[C:12]([C:17](Cl)=[O:18])[C:11]=3[CH:10]=[N:9]2)=[CH:4][CH:3]=1.[Br:20][C:21]1[N:26]=[CH:25][C:24](NC)=[CH:23][CH:22]=1.C[CH2:30][N:31](C(C)C)C(C)C>CN(C1C=CN=CC=1)C.C(Cl)Cl>[Br:20][C:21]1[N:26]=[CH:25][C:24]([CH2:30][NH:31][C:17]([C:12]2[C:11]3[CH:10]=[N:9][N:8]([C:5]4[CH:6]=[CH:7][C:2]([F:1])=[CH:3][CH:4]=4)[C:16]=3[CH:15]=[CH:14][CH:13]=2)=[O:18])=[CH:23][CH:22]=1. Procedure: A mixture of 1-(4-fluoro-phenyl)-1H-indazole-4-carboxylic acid chloride (416 mg, 1.51 mmol), 6-bromo-pyridin-3-yl-methylamine (311 mg, 1.66 mmol) and DMAP (18.5 mg, 0.151 mmol) in DCM (10 mL) was treated with DIEA (1.32 mL, 7.56 mmol). The solution was stirred at room temperature. After 16 hours the mixture was diluted with DCM (30 mL). The organic layer was washed with saturated aqueous NH4Cl (2×10 mL), saturated aqueous NaHCO3 (2×10 mL), water (10 mL), brine (10 mL) and dried over MgSO4, filte...